Dataset: the Open Reaction Database (ORD), a public repository of structured organic reaction records. Task: describe an organic reaction: reactants, conditions, products, and yield The reactants are C(C1=CC=CC=C1)(=O)O[C@@H]1[C@H](C[C@@H](C1)OCC1=CC=CC=C1)C1=CC=NN1C ((1S*,2R*,4S*)-4-(benzyloxy)-2-(1-methyl-1H-pyrazol-5-yl)cyclopentyl benzoate). Reagents/catalysts: [C].[Pd] (palladium carbon). Solvent: C(C)O (ethanol). The product is C(C1=CC=CC=C1)(=O)O[C@@H]1[C@H](C[C@@H](C1)O)C1=CC=NN1C ((1S*,2R*,4S*)-4-Hydroxy-2-(1-methyl-1H-pyrazol-5-yl)cyclopentyl benzoate). Isolated yield 90.7%. As a reaction SMILES: [C:1]([O:9][C@H:10]1[CH2:14][C@@H:13]([O:15]CC2C=CC=CC=2)[CH2:12][C@@H:11]1[C:23]1[N:27]([CH3:28])[N:26]=[CH:25][CH:24]=1)(=[O:8])[C:2]1[CH:7]=[CH:6][CH:5]=[CH:4][CH:3]=1>[C].[Pd].C(O)C>[C:1]([O:9][C@H:10]1[CH2:14][C@@H:13]([OH:15])[CH2:12][C@@H:11]1[C:23]1[N:27]([CH3:28])[N:26]=[CH:25][CH:24]=1)(=[O:8])[C:2]1[CH:3]=[CH:4][CH:5]=[CH:6][CH:7]=1 |f:1.2|. Reported procedure: The reaction and aftertreatment were conducted in the same manner as in Example 106b by using the (1S*,2R*,4S*)-4-(benzyloxy)-2-(1-methyl-1H-pyrazol-5-yl)cyclopentyl benzoate (297 mg, 0.789 mmol) prepared in Example 107a, palladium carbon (5%; 300 mg) and ethanol (3.0 mL), to yield the title compound (205 mg, 91%) as a colorless oil. Reactants: CC(C)(C)OC(=O)NC(CO)COCc1ccccc1, CCOC(C)=O, CC#N, O=C1CCC(=O)N1I, C=C(c1ccccc1)c1ccccc1. The product is CC(C)(C)OC(=O)NC(COCc1ccccc1)COC(CI)(c1ccccc1)c1ccccc1. RXN SMILES: [C:1]([CH3:2])([CH3:3])([CH3:4])[O:5][C:6]([NH:7][CH:8]([CH2:9][O:10][CH2:11][c:12]1[cH:13][cH:14][cH:15][cH:16][cH:17]1)[CH2:18][OH:19])=[O:20].[CH3:43][CH2:44][O:45][C:46](=[O:47])[CH3:48].[CH3:49][C:50]#[N:51].[I:35][N:36]1[C:37](=[O:38])[CH2:39][CH2:40][C:41]1=[O:42].[c:21]1([C:27](=[CH2:28])[c:29]2[cH:30][cH:31][cH:32][cH:33][cH:34]2)[cH:22][cH:23][cH:24][cH:25][cH:26]1>>[C:1]([CH3:2])([CH3:3])([CH3:4])[O:5][C:6]([NH:7][CH:8]([CH2:9][O:10][CH2:11][c:12]1[cH:13][cH:14][cH:15][cH:16][cH:17]1)[CH2:18][O:19][C:27]([c:21]1[cH:22][cH:23][cH:24][cH:25][cH:26]1)([CH2:28][I:35])[c:29]1[cH:30][cH:31][cH:32][cH:33][cH:34]1)=[O:20]. RXN SMILES: CS(C)=O.[CH2:5]([C:9]1[N:13]([CH2:14][C:15]2[CH:20]=[CH:19][C:18]([C:21]3[CH:26]=[CH:25][CH:24]=[CH:23][C:22]=3[C:27]3[N:31]([C:32]([C:45]4[CH:50]=[CH:49][CH:48]=[CH:47][CH:46]=4)([C:39]4[CH:44]=[CH:43][CH:42]=[CH:41][CH:40]=4)[C:33]4[CH:38]=[CH:37][CH:36]=[CH:35][CH:34]=4)[N:30]=[N:29][N:28]=3)=[CH:17][CH:16]=2)[C:12]([CH2:51]OS(C)(=O)=O)=[C:11]([Cl:57])[N:10]=1)[CH2:6][CH2:7][CH3:8].[N-:58]=[N+:59]=[N-:60].[Na+].[Na+].[Cl-]>CCOC(C)=O>[N:58]([CH2:51][C:12]1[N:13]([CH2:14][C:15]2[CH:20]=[CH:19][C:18]([C:21]3[CH:26]=[CH:25][CH:24]=[CH:23][C:22]=3[C:27]3[N:31]([C:32]([C:45]4[CH:50]=[CH:49][CH:48]=[CH:47][CH:46]=4)([C:39]4[CH:44]=[CH:43][CH:42]=[CH:41][CH:40]=4)[C:33]4[CH:38]=[CH:37][CH:36]=[CH:35][CH:34]=4)[N:30]=[N:29][N:28]=3)=[CH:17][CH:16]=2)[C:9]([CH2:5][CH2:6][CH2:7][CH3:8])=[N:10][C:11]=1[Cl:57])=[N+:59]=[N-:60] |f:2.3,4.5|. Yield: 86.9%. Starting materials: CS(=O)C (dimethyl sulfoxide), C(CCC)C1=NC(=C(N1CC1=CC=C(C=C1)C1=C(C=CC=C1)C1=NN=NN1C(C1=CC=CC=C1)(C1=CC=CC=C1)C1=CC=CC=C1)COS(=O)(=O)C)Cl (Methanesulfonic acid 2-butyl-5-chloro-3-[2′-(1-trityl-1H-tetrazol-5-yl)-biphenyl-4-ylmethyl]-3H-imidazol-4-ylmethyl ester), [N-]=[N+]=[N-].[Na+] (sodium azide), [Na+].[Cl-] (NaCl). Solvent: CCOC(=O)C (EtOAc). Product: N(=[N+]=[N-])CC1=C(N=C(N1CC1=CC=C(C=C1)C1=C(C=CC=C1)C1=NN=NN1C(C1=CC=CC=C1)(C1=CC=CC=C1)C1=CC=CC=C1)CCCC)Cl (5-[4′-(5-Azidomethyl-2-butyl-4-chloro-imidazol-1-ylmethyl)-biphenyl-2-yl]-1-trityl-1H-tetrazole). Run at time 20 minute. Procedure: To a dimethyl sulfoxide (100 mL) solution of intermediate (11c) (15 g, 20 mmol) was added sodium azide (3.9 g, 60 mmol). The mixture was stirred at room temperature for 20 minutes. EtOAc (500 mL) and saturated aqueous NaCl (100 mL) were added and the layers were separated, retaining the organic layer. The organic was washed an additional three times with saturated aqueous NaCl (100 mL). After drying over sodium sulfate and filtration, the removal of solvent provided intermediate (11d) as a yello... Starting materials: N1C(=CC2=CC=CC=C12)CC#N (indol-2-yl-acetonitrile), O1CCCC1 (tetrahydrofuran), CI (methyl iodide), O1CCCC1 (tetrahydrofuran), C(C)(C)NC(C)C (diisopropylamine), C(CCC)[Li] (butyllithium), O1CCCC1 (tetrahydrofuran). Yields the product N1C(=CC2=CC=CC=C12)C(C#N)(C)C (2-(indol-2-yl)-2-methylpropiononitrile). Reported procedure: To a solution of diisopropylamine (809 mg) in tetrahydrofuran (20 ml) at -30° C. under nitrogen atmosphere was added 1.64M butyllithium in hexane (5.33 ml). After being stirred at the same temperature for 30 minutes, the mixture was treated with a solution of indol-2-yl-acetonitrile (1.25 g) in tetrahydrofuran (10 ml) at -60° C. over 15 minutes. The mixture was stirred at the same temperature for an hour, and a solution of methyl iodide (1.14 g) in tetrahydrofuran (10 ml) was added dropwise over... Reaction conditions: time 30 minute. Run in O (water), CCCCCC (hexane). Reaction SMILES: C([NH:4]C(C)C)(C)C.[CH2:8]([Li])[CH2:9][CH2:10][CH3:11].[NH:13]1[C:21]2[C:16](=[CH:17]C=CC=2)[CH:15]=C1CC#N.CI.O1[CH2:31][CH2:30][CH2:29][CH2:28]1>CCCCCC.O>[NH:4]1[C:11]2[C:10](=[CH:28][CH:29]=[CH:30][CH:31]=2)[CH:9]=[C:8]1[C:16]([CH3:15])([CH3:17])[C:21]#[N:13]. Reactants: C(C1=CC=CC=C1)Cl (benzyl chloride), N[C@H]1[C@@H](CCCC1)O (trans-2-aminocyclohexanol), [OH-].[Na+] (sodium hydroxide), [OH-].[K+] (potassium hydroxide). The solvent is O (water), C=1(C(=CC=CC1)C)C (xylene), O (water). The product is C(C1=CC=CC=C1)OC1C(CCCC1)N (2-benzyloxycyclohexylamine). Reaction SMILES: [NH2:1][C@@H:2]1[CH2:7][CH2:6][CH2:5][CH2:4][C@H:3]1[OH:8].[OH-].[Na+].[OH-].[K+].[CH2:13](Cl)[C:14]1[CH:19]=[CH:18][CH:17]=[CH:16][CH:15]=1>C1(C)C(C)=CC=CC=1.O>[CH2:13]([O:8][CH:3]1[CH2:4][CH2:5][CH2:6][CH2:7][CH:2]1[NH2:1])[C:14]1[CH:19]=[CH:18][CH:17]=[CH:16][CH:15]=1 |f:1.2,3.4|. Procedure: 0.2 mol of trans-2-aminocyclohexanol are dissolved in 600 ml of xylene isomer mixture and heated to reflux. 0.2 mol of a 50% sodium hydroxide or potassium hydroxide solution in water is added dropwise to this solution over 15 minutes. In the course of this, the water which has been introduced and which forms is distilled off immediately. After the addition has ended, the water present in the reaction solution is distilled off further until a transition temperature of 140-141° C. is attained. The... The reactants are CN(C)C=O, [Cl-], N#Cc1cc(Cl)ccn1, OCC(F)(F)C(F)(F)F, [H-], [Na+], [Na+]. The product is N#Cc1cc(OCC(F)(F)C(F)(F)F)ccn1. RXN SMILES: [CH3:23][N:24]([CH3:25])[CH:26]=[O:27].[Cl-:22].[Cl:12][c:13]1[cH:14][c:15]([C:19]#[N:20])[n:16][cH:17][cH:18]1.[F:3][C:4]([CH2:5][OH:6])([C:7]([F:8])([F:9])[F:10])[F:11].[H-:1].[Na+:21].[Na+:2]>>[F:3][C:4]([CH2:5][O:6][c:13]1[cH:14][c:15]([C:19]#[N:20])[n:16][cH:17][cH:18]1)([C:7]([F:8])([F:9])[F:10])[F:11].